describe an organic reaction: reactants, conditions, products, and yield From a dataset of the Open Reaction Database (ORD), a public repository of structured organic reaction records. RXN SMILES: [CH3:26][C:27](=[O:28])[OH:29].[ClH:30].[F:1][C:2]([c:3]1[cH:4][c:5](-[c:9]2[n:10][o:11][c:12](-[c:14]3[c:15]([C:16](=[O:17])[O:18][CH3:19])[cH:20][cH:21][cH:22][cH:23]3)[cH:13]2)[cH:6][cH:7][cH:8]1)([F:24])[F:25].[OH2:31]>>[F:1][C:2]([c:3]1[cH:4][c:5](-[c:9]2[n:10][o:11][c:12](-[c:14]3[c:15]([C:16](=[O:17])[OH:18])[cH:20][cH:21][cH:22][cH:23]3)[cH:13]2)[cH:6][cH:7][cH:8]1)([F:24])[F:25]. Reactants: CC(=O)O, Cl, COC(=O)c1ccccc1-c1cc(-c2cccc(C(F)(F)F)c2)no1, O. The product is O=C(O)c1ccccc1-c1cc(-c2cccc(C(F)(F)F)c2)no1. Reactants: solution, CN (methylamine), COC(C(=NOC)C1=C(C=CC=C1)CON=C(C(C1=CC=C(C=C1)OC[Si](C1=CC=C(C=C1)F)(C)C)=NOCC)C)=O (2-[[[(1-methyl-2-(4-[{dimethyl-(4-fluorophenyl)-silyl}methoxy]phenyl)-[ethoxyimino]ethylidene) amino]oxy]-methyl]-α-(methoxyimino)-phenylacetic acid methyl ester). The solvent is C(C)O (ethanol), CO (methanol). Conditions: time 2 day. The product is CNC(C(=NOC)C1=C(C=CC=C1)CON=C(C(C1=CC=C(C=C1)OC[Si](C1=CC=C(C=C1)F)(C)C)=NOCC)C)=O (2-[[[(1-Methyl-2-(4-[{dimethyl-(4-fluorophenyl)-silyl}methoxy]phenyl)-[ethoxyimino]-ethylidene)amino]oxy]methyl]-α-(methoxyimino)-phenylacetic acid methylamide). As a reaction SMILES: [CH3:1][NH2:2].CO[C:5](=[O:44])[C:6]([C:10]1[CH:15]=[CH:14][CH:13]=[CH:12][C:11]=1[CH2:16][O:17][N:18]=[C:19]([CH3:43])[C:20](=[N:39][O:40][CH2:41][CH3:42])[C:21]1[CH:26]=[CH:25][C:24]([O:27][CH2:28][Si:29]([CH3:38])([CH3:37])[C:30]2[CH:35]=[CH:34][C:33]([F:36])=[CH:32][CH:31]=2)=[CH:23][CH:22]=1)=[N:7][O:8][CH3:9]>C(O)C.CO>[CH3:1][NH:2][C:5](=[O:44])[C:6]([C:10]1[CH:15]=[CH:14][CH:13]=[CH:12][C:11]=1[CH2:16][O:17][N:18]=[C:19]([CH3:43])[C:20](=[N:39][O:40][CH2:41][CH3:42])[C:21]1[CH:26]=[CH:25][C:24]([O:27][CH2:28][Si:29]([CH3:38])([CH3:37])[C:30]2[CH:35]=[CH:34][C:33]([F:36])=[CH:32][CH:31]=2)=[CH:23][CH:22]=1)=[N:7][O:8][CH3:9]. Procedure: 3 ml of a 8M solution of methylamine in ethanol are added to 2.9 g of 2-[[[(1-methyl-2-(4-[{dimethyl-(4-fluorophenyl)-silyl}methoxy]phenyl)-[ethoxyimino]ethylidene) amino]oxy]-methyl]-α-(methoxyimino)-phenylacetic acid methyl ester in 30 ml of methanol and stirring is carried out for 2 days at room temperature. The reaction mixture is concentrated to dryness by evaporation. Recrystallisation of the residue from hexane yields the title compound having a melting point of 88-90° C. (compound 5.23). Starting materials: CO, Cl, CN1CC(O)CC1C(=O)O. Yields the product Cl, COC(=O)C1CC(O)CN1C. RXN SMILES: [CH3:12][OH:13].[ClH:1].[OH:2][CH:3]1[CH2:4][CH:5]([C:9](=[O:10])[OH:11])[N:6]([CH3:8])[CH2:7]1>>[ClH:1].[OH:2][CH:3]1[CH2:4][CH:5]([C:9](=[O:10])[O:11][CH3:12])[N:6]([CH3:8])[CH2:7]1. Reactants: CCC(NC(=O)c1c(CBr)c(-c2ccccc2)nc2ccccc12)c1ccccc1, CC#N, [K+], [K+], O=C([O-])[O-], Sc1ccncc1. Product: CCC(NC(=O)c1c(CSc2ccncc2)c(-c2ccccc2)nc2ccccc12)c1ccccc1. As a reaction SMILES: [Br:1][CH2:2][c:3]1[c:4](-[c:25]2[cH:26][cH:27][cH:28][cH:29][cH:30]2)[n:5][c:6]2[cH:7][cH:8][cH:9][cH:10][c:11]2[c:12]1[C:13](=[O:14])[NH:15][CH:16]([CH2:17][CH3:18])[c:19]1[cH:20][cH:21][cH:22][cH:23][cH:24]1.[CH3:44][C:45]#[N:46].[K+:31].[K+:32].[O-:33][C:34]([O-:35])=[O:36].[SH:37][c:38]1[cH:39][cH:40][n:41][cH:42][cH:43]1>>[CH2:2]([c:3]1[c:4](-[c:25]2[cH:26][cH:27][cH:28][cH:29][cH:30]2)[n:5][c:6]2[cH:7][cH:8][cH:9][cH:10][c:11]2[c:12]1[C:13](=[O:14])[NH:15][CH:16]([CH2:17][CH3:18])[c:19]1[cH:20][cH:21][cH:22][cH:23][cH:24]1)[S:37][c:38]1[cH:39][cH:40][n:41][cH:42][cH:43]1. Reactants: COC=1C=C(C=CC1OC)C=1C(C(N(N1)C1CCN(CC1)C(=O)C1=CC(=CC=C1)O)=O)(C)C (5-(3,4-dimethoxyphenyl)-2-{1-[(3-hydroxyphenyl)carbonyl]piperidin-4-yl}-4,4-dimethyl-2,4-dihydro-3H-pyrazol-3-one), C([O-])([O-])=O.[K+].[K+] (potassium carbonate), FC(CI)(F)F (1,1,1-trifluoro-2-iodoethane). The solvent is CN(C)C=O (DMF). Run at temperature 100 celsius. The product is COC=1C=C(C=CC1OC)C=1C(C(N(N1)C1CCN(CC1)C(=O)C1=CC(=CC=C1)OCC(F)(F)F)=O)(C)C (5-(3,4-Dimethoxyphenyl)-4,4-dimethyl-2-(1-{[3-(2,2,2-trifluoroethoxy)phenyl]-carbonyl}piperidin-4-yl)-2,4-dihydro-3H-pyrazol-3-one). As a reaction SMILES: [CH3:1][O:2][C:3]1[CH:4]=[C:5]([C:11]2[C:12]([CH3:33])([CH3:32])[C:13](=[O:31])[N:14]([CH:16]3[CH2:21][CH2:20][N:19]([C:22]([C:24]4[CH:29]=[CH:28][CH:27]=[C:26]([OH:30])[CH:25]=4)=[O:23])[CH2:18][CH2:17]3)[N:15]=2)[CH:6]=[CH:7][C:8]=1[O:9][CH3:10].C(=O)([O-])[O-].[K+].[K+].[F:40][C:41]([F:45])([F:44])[CH2:42]I>CN(C=O)C>[CH3:1][O:2][C:3]1[CH:4]=[C:5]([C:11]2[C:12]([CH3:33])([CH3:32])[C:13](=[O:31])[N:14]([CH:16]3[CH2:21][CH2:20][N:19]([C:22]([C:24]4[CH:29]=[CH:28][CH:27]=[C:26]([O:30][CH2:42][C:41]([F:45])([F:44])[F:40])[CH:25]=4)=[O:23])[CH2:18][CH2:17]3)[N:15]=2)[CH:6]=[CH:7][C:8]=1[O:9][CH3:10] |f:1.2.3|. Reported procedure: 0.8 g of 5-(3,4-dimethoxyphenyl)-2-{1-[(3-hydroxyphenyl)carbonyl]piperidin-4-yl}-4,4-dimethyl-2,4-dihydro-3H-pyrazol-3-one (compound described in example 76) and 0.75 g potassium carbonate are suspended in 10 ml of DMF. 0.4 g of 1,1,1-trifluoro-2-iodoethane are added and the reaction mixture is heated to 100° C. for 8 h until the reaction is completed according to TLC analysis. The solvent is evaporated under reduced pressure, and the remaining residue is taken up in DCM. The organic phase is wa... Starting materials: [BH4-], O=c1c(C2=NS(=O)(=O)c3ccccc3N2)c(O)c2ccccc2n1N=Cc1ccc(Br)cc1, CO, Cl, [Li+], C1CCOC1, O. Product: O=c1c(C2=NS(=O)(=O)c3ccccc3N2)c(O)c2ccccc2n1NCc1ccc(Br)cc1. RXN SMILES: [BH4-:36].[Br:1][c:2]1[cH:3][cH:4][c:5]([CH:8]=[N:9][n:10]2[c:11](=[O:33])[c:12]([C:21]3=[N:22][S:23](=[O:31])(=[O:32])[c:24]4[c:25]([cH:27][cH:28][cH:29][cH:30]4)[NH:26]3)[c:13]([OH:20])[c:14]3[cH:15][cH:16][cH:17][cH:18][c:19]23)[cH:6][cH:7]1.[CH3:34][OH:35].[ClH:38].[Li+:37].[O:39]1[CH2:40][CH2:41][CH2:42][CH2:43]1.[OH2:44]>>[Br:1][c:2]1[cH:3][cH:4][c:5]([CH2:8][NH:9][n:10]2[c:11](=[O:33])[c:12]([C:21]3=[N:22][S:23](=[O:31])(=[O:32])[c:24]4[c:25]([cH:27][cH:28][cH:29][cH:30]4)[NH:26]3)[c:13]([OH:20])[c:14]3[cH:15][cH:16][cH:17][cH:18][c:19]23)[cH:6][cH:7]1. Starting materials: ClC1=C(C(=CC(=C1)Cl)Cl)Br (2,4,6-trichlorobromobenzene), Intermediate 37, COC1=C(C=CC=C1)B(O)O (2-methoxybenzeneboronic acid), C([O-])([O-])=O.[K+].[K+] (potassium carbonate). The reagents and catalysts are CC1=C([P](C2=C(C)C=CC=C2)([Pd]([P](C3=C(C)C=CC=C3)(C4=C(C)C=CC=C4)C(C=CC=C5)=C5C)(Cl)Cl)C6=C(C)C=CC=C6)C=CC=C1 (dichlorobis(tri-o-tolylphosphine)-palladium(II)). The product is COC=1C(=CC=CC1)C1=C(C=C(C=C1Cl)Cl)Cl (2′4′,6′-trichloro-1,1′-biphenyl-2-yl methyl ether). Yield: 61.2%. RXN SMILES: [Cl:1][C:2]1[CH:7]=[C:6]([Cl:8])[CH:5]=[C:4]([Cl:9])[C:3]=1Br.[CH3:11][O:12][C:13]1[CH:18]=[CH:17][CH:16]=[CH:15][C:14]=1B(O)O.C(=O)([O-])[O-].[K+].[K+]>CC1C=CC=CC=1[P](C1C=CC=CC=1C)([Pd](Cl)(Cl)[P](C1=C(C)C=CC=C1)(C1C=CC=CC=1C)C1C=CC=CC=1C)C1C=CC=CC=1C>[CH3:11][O:12][C:13]1[C:14]([C:3]2[C:2]([Cl:1])=[CH:7][C:6]([Cl:8])=[CH:5][C:4]=2[Cl:9])=[CH:15][CH:16]=[CH:17][CH:18]=1 |f:2.3.4,^1:34,45|. Reported procedure: Treatment of 2,4,6-trichlorobromobenzene (14.5 g, 55.69 mmol) with 2-methoxybenzeneboronic acid (12.69 g, 83.54 mol), dichlorobis(tri-o-tolylphosphine)-palladium(II) (0.656 g, 0.835 mmol), and potassium carbonate (19.21 g, 139.22 mmol) generally according to the procedure described for Intermediate 37 provided 9.8 g (61%) of 2′4′,6′-trichloro-1,1′-biphenyl-2-yl methyl ether. To a solution of 2′ 4′,6′-trichloro-1,1′-biphenyl-2-yl methyl ether (9.8 g, 34.08 mmol) in dichloromethane (100 mL) cooled... Starting materials: O=C([O-])[O-], CN(C)C=O, Clc1ncccn1, [K+], [K+], O=C1CCc2cc(O)ccc21. Yields the product O=C1CCc2cc(Oc3ncccn3)ccc21. RXN SMILES: [C:19](=[O:20])([O-:21])[O-:22].[CH:25]([N:26]([CH3:27])[CH3:28])=[O:29].[Cl:1][c:2]1[n:3][cH:4][cH:5][cH:6][n:7]1.[K+:23].[K+:24].[OH:8][c:9]1[cH:10][c:11]2[c:15]([cH:16][cH:17]1)[C:14](=[O:18])[CH2:13][CH2:12]2>>[c:2]1([O:8][c:9]2[cH:10][c:11]3[c:15]([cH:16][cH:17]2)[C:14](=[O:18])[CH2:13][CH2:12]3)[n:3][cH:4][cH:5][cH:6][n:7]1. Reactants: [OH-].[NH4+] (ammonium hydroxide), NCC1=NC=CC=C1 (2-(aminomethyl)pyridine), C(C)(=O)N1CCC(CC1)C(=O)O (1-acetylpiperidine-4-carboxylic acid), C=1C=CC2=C(C1)N=NN2O (HOBT), C(CCl)Cl (EDC). The solvent is polyphosphoric acid, C(Cl)Cl (CH2Cl2), C(Cl)Cl (methylene chloride), O (water). Conditions: time 8 hour. Product: C=1N=C(N2C1C=CC=C2)C2CCN(CC2)C(C)=O (1-(4-(Imidazo[1,5-a]pyridin-3-yl)piperidin-1-yl)ethanone). Yield: 10.7%. RXN SMILES: [NH2:1][CH2:2][C:3]1[CH:8]=[CH:7][CH:6]=[CH:5][N:4]=1.[C:9]([N:12]1[CH2:17][CH2:16][CH:15]([C:18](O)=O)[CH2:14][CH2:13]1)(=[O:11])[CH3:10].C1C=CC2N(O)N=NC=2C=1.C(Cl)CCl.[OH-].[NH4+]>C(Cl)Cl.O>[CH:2]1[N:1]=[C:18]([CH:15]2[CH2:16][CH2:17][N:12]([C:9](=[O:11])[CH3:10])[CH2:13][CH2:14]2)[N:4]2[CH:5]=[CH:6][CH:7]=[CH:8][C:3]=12 |f:4.5|. Reported procedure: To a solution of 2-(aminomethyl)pyridine (3.17 g, 29.3 mmol), 1-acetylpiperidine-4-carboxylic acid (5.02 g, 29.3 mmol) and HOBT (4.78 g, 35.2 mmol) in 30 mL of CH2Cl2 was added EDC (8.43 g, 44.0 mmol) at rt. After stirring at rt overnight, the reaction mixture was diluted with methylene chloride and washed with aqueous sodium bicarbonate followed by brine. The organic phase was dried over anhydrous MgSO4. Concentration under reduced pressure afforded a viscous oil, which was dissolved in polypho... Starting materials: CO, CC(C)=O, [Cl-], Cl, [NH4+], [Na+], [Na+], [OH-], OO, O=C([O-])O, COC(=O)CCCC=CC=C1C(=O)C=CC1C=CC(O)C1CCCC1. Product: COC(=O)CCCC=CC=C1C(=O)C(Cl)=CC1C=CC(O)C1CCCC1. As a reaction SMILES: [CH3:38][OH:39].[CH3:40][C:41](=[O:42])[CH3:43].[Cl-:30].[ClH:32].[NH4+:31].[Na+:29].[Na+:33].[OH-:28].[OH:1][OH:2].[OH:34][C:35](=[O:36])[O-:37].[OH:3][CH:4]([CH:5]=[CH:6][CH:7]1[CH:8]=[CH:9][C:10](=[O:22])[C:11]1=[CH:12][CH:13]=[CH:14][CH2:15][CH2:16][CH2:17][C:18](=[O:19])[O:20][CH3:21])[CH:23]1[CH2:24][CH2:25][CH2:26][CH2:27]1>>[OH:3][CH:4]([CH:5]=[CH:6][CH:7]1[CH:8]=[C:9]([Cl:30])[C:10](=[O:22])[C:11]1=[CH:12][CH:13]=[CH:14][CH2:15][CH2:16][CH2:17][C:18](=[O:19])[O:20][CH3:21])[CH:23]1[CH2:24][CH2:25][CH2:26][CH2:27]1.